This data is from the Open Reaction Database (ORD), a public repository of structured organic reaction records. The task is: describe an organic reaction: reactants, conditions, products, and yield Starting materials: N1C(=CC=C1)C(=O)OC (methyl 1H-pyrrole-2-carboxylate), FC(I)F (difluoroiodomethane), CN(C)C=O (DMF), [H-].[Na+] (Sodium hydride). Solvent: O (Water). The product is FC(N1C(=CC=C1)C(=O)OC)F (Methyl 1-(difluoromethyl)pyrrole-2-carboxylate). Reaction SMILES: [NH:1]1[CH:5]=[CH:4][CH:3]=[C:2]1[C:6]([O:8][CH3:9])=[O:7].[F:10][CH:11]([F:13])I.CN(C=O)C.[H-].[Na+]>O>[F:10][CH:11]([F:13])[N:1]1[CH:5]=[CH:4][CH:3]=[C:2]1[C:6]([O:8][CH3:9])=[O:7] |f:3.4|. Procedure details: Was prepared from stirred a mixture of methyl 1H-pyrrole-2-carboxylate (3.04 g, 23.5 mmol), difluoroiodomethane (4.4 g, 24.7 mmol) and DMF (40 ml). Sodium hydride (1.41 g, 35.2 mmol) was added in portions during 30 minutes. The mixture was stirred for additional 15 minutes. Water (50 ml) was added and the mixture was extracted with dichloromethane. The mixture was purified by silica gel chromatography, using dichloromethane as solvent. The product was dried and evaporated. Yield 3.21 g (78%). The product is Clc1ccn(-c2ncccc2Cl)n1. Reaction SMILES: [C:15](=[O:16])([O-:17])[O-:18].[CH3:22][N:23]([CH3:24])[CH:25]=[O:26].[Cl:1][c:2]1[n:3][cH:4][cH:5][cH:6][c:7]1[Cl:8].[Cl:9][c:10]1[n:11][nH:12][cH:13][cH:14]1.[K+:19].[K+:20].[OH2:21]>>[c:2]1(-[n:12]2[n:11][c:10]([Cl:9])[cH:14][cH:13]2)[n:3][cH:4][cH:5][cH:6][c:7]1[Cl:8]. Reactants: O=C([O-])[O-], CN(C)C=O, Clc1cccnc1Cl, Clc1cc[nH]n1, [K+], [K+], O. The reactants are C(C)OC(CC1=NC(=CC=C1N)OC1CCN(CC1)CCOC)=O ({3-Amino-6-[1-(2-methoxy-ethyl)-piperidin-4-yloxy]-pyridin-2-yl}-acetic acid ethyl ester), Cl.O1CCOCC1 (HCl Dioxane). Run in C(C)O (ethanol). Conditions: time 18 hour. Product: Cl.COCCN1CCC(CC1)OC1=CC=C2C(=N1)CC(N2)=O (5-[1-(2-Methoxy-ethyl)-piperidin-4-yloxy]-1,3-dihydro-pyrrolo[3,2-b]pyridin-2-one Hydrochloride). As a reaction SMILES: C([O:3][C:4](=O)[CH2:5][C:6]1[C:11]([NH2:12])=[CH:10][CH:9]=[C:8]([O:13][CH:14]2[CH2:19][CH2:18][N:17]([CH2:20][CH2:21][O:22][CH3:23])[CH2:16][CH2:15]2)[N:7]=1)C.[ClH:25].O1CCOCC1>C(O)C>[ClH:25].[CH3:23][O:22][CH2:21][CH2:20][N:17]1[CH2:18][CH2:19][CH:14]([O:13][C:8]2[N:7]=[C:6]3[CH2:5][C:4](=[O:3])[NH:12][C:11]3=[CH:10][CH:9]=2)[CH2:15][CH2:16]1 |f:1.2,4.5|. Procedure details: To a mixture of 5 (0.483 mmol) in ethanol (5 mL) was added 4M HCl/Dioxane (15 mL). The solution was agitated at room temperature for 18 hours. All components in reaction are extremely polar and elute with solvent front. By LCMS, 6 was the major observed ion. The crude material was concentrated and taken directly on to the next step without purification.